Dataset: the Open Reaction Database (ORD), a public repository of structured organic reaction records. Task: describe an organic reaction: reactants, conditions, products, and yield The reactants are N1C=NC=C1 (imidazole), C(=O)(OC(C)(C)C)N[C@@H](CC(C)C)C(=O)O (N-BOC-L-leucine). Product: [N-]1C=NC=C1.C(=O)(OC(C)(C)C)N[C@@H](CC(C)C)C(=O)O (N-BOC-L-leucine imidazolide), magnesium enolate. As a reaction SMILES: [NH:1]1[CH:5]=[CH:4][N:3]=[CH:2]1.[C:6]([NH:13][C@H:14]([C:19]([OH:21])=[O:20])[CH2:15][CH:16]([CH3:18])[CH3:17])([O:8][C:9]([CH3:12])([CH3:11])[CH3:10])=[O:7]>>[N-:1]1[CH:5]=[CH:4][N:3]=[CH:2]1.[C:6]([NH:13][C@H:14]([C:19]([OH:21])=[O:20])[CH2:15][CH:16]([CH3:17])[CH3:18])([O:8][C:9]([CH3:11])([CH3:10])[CH3:12])=[O:7] |f:2.3|. Procedure details: The N-BOC-L-leucine imidazolide was prepared from 136 g of imidazole and 115 g of N-BOC-L-leucine following the method described in paragraph B above. Similarly, the magnesium enolate of methyl acid malonate was prepared from 236 g of methyl acid malonate following the method described in paragraph D above. Starting materials: ClCCl, Cn1c(C(=O)O)c2n(c1=O)-c1ccc(Cl)cc1C(c1ccccc1Cl)=NC2, ClP(Cl)(Cl)(Cl)Cl, ClC(Cl)Cl, [NH4+], [OH-]. Yields the product Cn1c(C(N)=O)c2n(c1=O)-c1ccc(Cl)cc1C(c1ccccc1Cl)=NC2. As a reaction SMILES: [CH2:40]([Cl:41])[Cl:42].[Cl:1][c:2]1[cH:3][cH:4][c:5]2[c:6]([cH:27]1)[C:7]([c:20]1[c:21]([Cl:26])[cH:22][cH:23][cH:24][cH:25]1)=[N:8][CH2:9][c:10]1[n:11]-2[c:12](=[O:19])[n:13]([CH3:18])[c:14]1[C:15](=[O:16])[OH:17].[Cl:28][P:29]([Cl:30])([Cl:31])([Cl:32])[Cl:33].[Cl:36][CH:37]([Cl:38])[Cl:39].[NH4+:34].[OH-:35]>>[Cl:1][c:2]1[cH:3][cH:4][c:5]2[c:6]([cH:27]1)[C:7]([c:20]1[c:21]([Cl:26])[cH:22][cH:23][cH:24][cH:25]1)=[N:8][CH2:9][c:10]1[n:11]-2[c:12](=[O:19])[n:13]([CH3:18])[c:14]1[C:15](=[O:17])[NH2:34].